This data is from the Open Reaction Database (ORD), a public repository of structured organic reaction records. The task is: describe an organic reaction: reactants, conditions, products, and yield Starting materials: COC(=O)C1=C(C)N(Cc2cccc(OC)c2)C(=O)CC1c1ccc(C(F)(F)F)cc1, CO, Cl, [Na+], [OH-], O. Yields the product COc1cccc(CN2C(=O)CC(c3ccc(C(F)(F)F)cc3)C(C(=O)O)=C2C)c1. Reaction SMILES: [CH3:1][C:2]1=[C:7]([C:8](=[O:9])[O:10][CH3:11])[CH:6]([c:12]2[cH:13][cH:14][c:15]([C:18]([F:19])([F:20])[F:21])[cH:16][cH:17]2)[CH2:5][C:4](=[O:22])[N:3]1[CH2:23][c:24]1[cH:25][c:26]([O:30][CH3:31])[cH:27][cH:28][cH:29]1.[CH3:35][OH:36].[ClH:34].[Na+:33].[OH-:32].[OH2:37]>>[CH3:1][C:2]1=[C:7]([C:8](=[O:9])[OH:10])[CH:6]([c:12]2[cH:13][cH:14][c:15]([C:18]([F:19])([F:20])[F:21])[cH:16][cH:17]2)[CH2:5][C:4](=[O:22])[N:3]1[CH2:23][c:24]1[cH:25][c:26]([O:30][CH3:31])[cH:27][cH:28][cH:29]1. Solvent: CO (MeOH). RXN SMILES: C[O:2][C:3]([C@@H:5]1[CH2:7][C@H:6]1[C:8]1[CH:13]=[CH:12][CH:11]=[C:10]([Cl:14])[CH:9]=1)=[O:4].[OH-].[Na+]>CO>[Cl:14][C:10]1[CH:9]=[C:8]([CH:6]2[CH2:7][CH:5]2[C:3]([OH:4])=[O:2])[CH:13]=[CH:12][CH:11]=1 |f:1.2|. Run at time 2 hour. The reactants are COC(=O)[C@H]1[C@@H](C1)C1=CC(=CC=C1)Cl (trans-2-(3-chlorophenyl)-cyclopropanecarboxylic acid methyl ester), [OH-].[Na+] (NaOH). Procedure details: The crude cyclopropanated ester from above (1.09 g, 5.17 mmol) was dissolved in 30 mL MeOH and treated with 15 mL of 2 M aqueous NaOH solution. The mixture was stirred at room temperature for 2 h. It was then placed on a rotary evaporator to remove the MeOH. The remaining solution was diluted with water (30 mL), washed with ether (15 mL), then acidified with 5 M aqueous HCl solution. The product was extracted with ether (3×40 mL) and the combined organics were washed with brine and dried (MgSO4)... Yields the product ClC=1C=C(C=CC1)C1C(C1)C(=O)O (2-(3-chlorophenyl)-cyclopropanecarboxylic acid). Isolated yield 78.0%. Starting materials: CCO, CC(C)(C)OC(=O)COc1cc2cc(C(C)(C)O)sc2c(Cl)c1Cl, [Na+], [OH-]. Yields the product CC(C)(O)c1cc2cc(OCC(=O)O)c(Cl)c(Cl)c2s1. As a reaction SMILES: [CH3:27][CH2:28][OH:29].[Cl:1][c:2]1[c:3]([O:16][CH2:17][C:18](=[O:19])[O:20][C:21]([CH3:22])([CH3:23])[CH3:24])[cH:4][c:5]2[c:6]([s:7][c:8]([C:10]([CH3:11])([CH3:12])[OH:13])[cH:9]2)[c:14]1[Cl:15].[Na+:26].[OH-:25]>>[Cl:1][c:2]1[c:3]([O:16][CH2:17][C:18](=[O:19])[OH:20])[cH:4][c:5]2[c:6]([s:7][c:8]([C:10]([CH3:11])([CH3:12])[OH:13])[cH:9]2)[c:14]1[Cl:15]. Reactants: C(C=C)N1CCN(CC1)[Si](C)(C)C (1-allyl-4-trimethylsilylpiperazine), C(C)O[SiH](OCC)OCC (triethoxysilane). The reagents and catalysts are [Pt].C(=C)[Si](O[Si](C)(C)C=C)(C)C (platinum 1,3-divinyl-1,1,3,3-tetramethyldisiloxane). Run in C1(=CC=CC=C1)C (toluene). Reaction conditions: temperature 70 celsius, time 1 hour. Product: C(C)O[Si](CCCN1CCN(CC1)[Si](C)(C)C)(OCC)OCC (1-[3-(triethoxysilyl)propyl]-4-trimethylsilylpiperazine). Reaction SMILES: [CH2:1]([N:4]1[CH2:9][CH2:8][N:7]([Si:10]([CH3:13])([CH3:12])[CH3:11])[CH2:6][CH2:5]1)[CH:2]=[CH2:3].[CH2:14]([O:16][SiH:17]([O:21][CH2:22][CH3:23])[O:18][CH2:19][CH3:20])[CH3:15]>[Pt].C([Si](C)(C)O[Si](C=C)(C)C)=C.C1(C)C=CC=CC=1>[CH2:14]([O:16][Si:17]([O:21][CH2:22][CH3:23])([O:18][CH2:19][CH3:20])[CH2:3][CH2:2][CH2:1][N:4]1[CH2:9][CH2:8][N:7]([Si:10]([CH3:11])([CH3:13])[CH3:12])[CH2:6][CH2:5]1)[CH3:15] |f:2.3|. Procedure details: A flask equipped with a stirrer, reflux condenser, dropping funnel and thermometer was charged with 99.2 g (0.5 mole) of 1-allyl-4-trimethylsilylpiperazine and 0.65 g of a toluene solution of platinum-1,3-divinyl-1,1,3,3-tetramethyldisiloxane complex (platinum content 3 wt %) and heated at 70° C. Once the internal temperature became constant, 82.2 g (0.5 mole) of triethoxysilane was added dropwise over 4 hours. Stirring was continued for a further one hour at the temperature. The reaction soluti... The reactants are O=C(Cl)c1ccccc1, CC(C)(C)NNC(=O)c1ccccn1, Cc1ccccc1, [Na+], [OH-]. Yields the product CC(C)(C)N(NC(=O)c1ccccn1)C(=O)c1ccccc1. As a reaction SMILES: [C:17]([c:18]1[cH:19][cH:20][cH:21][cH:22][cH:23]1)(=[O:24])[Cl:25].[C:1]([CH3:2])([CH3:3])([CH3:4])[NH:5][NH:6][C:7](=[O:8])[c:9]1[n:10][cH:11][cH:12][cH:13][cH:14]1.[CH3:26][c:27]1[cH:28][cH:29][cH:30][cH:31][cH:32]1.[Na+:16].[OH-:15]>>[C:1]([CH3:2])([CH3:3])([CH3:4])[N:5]([NH:6][C:7](=[O:8])[c:9]1[n:10][cH:11][cH:12][cH:13][cH:14]1)[C:17]([c:18]1[cH:19][cH:20][cH:21][cH:22][cH:23]1)=[O:24]. Reactants: C1(C=2C(C(=O)O1)=CC=CC2)=O (phthalic anhydride), N1(CCCC1)C=1C=C(C=CC1)O (3-pyrrolidinophenol). Solvent: ClCCCl (1,2-dichloroethane). Reaction conditions: temperature 60 celsius. Yields the product OC1=C(C=CC(=C1)N1CCCC1)C(=O)C1=C(C(=O)O)C=CC=C1 (2-(2-hydroxy-4-pyrrolidinophenyl)carbonylbenzoic acid). The yield is 36.3%. Reaction SMILES: [C:1]1(=[O:11])[O:6][C:4](=[O:5])[C:3]2=[CH:7][CH:8]=[CH:9][CH:10]=[C:2]12.[N:12]1([C:17]2[CH:18]=[C:19]([OH:23])[CH:20]=[CH:21][CH:22]=2)[CH2:16][CH2:15][CH2:14][CH2:13]1>ClCCCl>[OH:23][C:19]1[CH:18]=[C:17]([N:12]2[CH2:16][CH2:15][CH2:14][CH2:13]2)[CH:22]=[CH:21][C:20]=1[C:4]([C:3]1[CH:7]=[CH:8][CH:9]=[CH:10][C:2]=1[C:1]([OH:6])=[O:11])=[O:5]. Procedure: A mixture of 14.8 g (0.1 mole) of phthalic anhydride, 16.3 g (0.1 mole) of 100 percent 3-pyrrolidinophenol and 50.0 ml of 1,2-dichloroethane was maintained at approximately 40° C. for approximately twenty-four hours, at approximately 60° C. for approximately twenty-four hours and at reflux temperature for approximately twelve hours. After cooling the reaction mixture to ambient temperature, the solid which precipitated was collected by filtration and washed with 500.0 ml of 1,2-dichloroethane. T... Reactants: CO, COCC#CC(=O)Nc1ccc2ncc(C#N)c(Nc3ccc(F)c(Cl)c3)c2c1. The product is COCC=CC(=O)Nc1ccc2ncc(C#N)c(Nc3ccc(F)c(Cl)c3)c2c1. As a reaction SMILES: [CH3:30][OH:31].[Cl:1][c:2]1[cH:3][c:4]([NH:9][c:10]2[c:11]([C:28]#[N:29])[cH:12][n:13][c:14]3[cH:15][cH:16][c:17]([NH:20][C:21]([C:22]#[C:23][CH2:24][O:25][CH3:26])=[O:27])[cH:18][c:19]23)[cH:5][cH:6][c:7]1[F:8]>>[Cl:1][c:2]1[cH:3][c:4]([NH:9][c:10]2[c:11]([C:28]#[N:29])[cH:12][n:13][c:14]3[cH:15][cH:16][c:17]([NH:20][C:21]([CH:22]=[CH:23][CH2:24][O:25][CH3:26])=[O:27])[cH:18][c:19]23)[cH:5][cH:6][c:7]1[F:8].